This data is from the Open Reaction Database (ORD), a public repository of structured organic reaction records. The task is: describe an organic reaction: reactants, conditions, products, and yield Reactants: C(#C)C1=CN=C2N1C=C(C=C2C)C2=CC=C(C=C2)C(F)(F)F (3-ethynyl-8-methyl-6-(4-trifluoromethyl-phenyl)-imidazo[1,2-a]pyridine), BrC1=CC=C(S1)S(=O)(=O)N (5-bromothiophene-2-sulfonamide). Product: CC=1C=2N(C=C(C1)C1=CC=C(C=C1)C(F)(F)F)C(=CN2)C#CC2=CC=C(S2)S(=O)(=O)N (5-[8-Methyl-6-(4-trifluoromethyl-phenyl)-imidazo[1,2-a]pyridin-3-ylethynyl]-thiophene-2-sulfonic acid amide), solid. Yield: 50.0%. As a reaction SMILES: [C:1]([C:3]1[N:7]2[CH:8]=[C:9]([C:13]3[CH:18]=[CH:17][C:16]([C:19]([F:22])([F:21])[F:20])=[CH:15][CH:14]=3)[CH:10]=[C:11]([CH3:12])[C:6]2=[N:5][CH:4]=1)#[CH:2].Br[C:24]1[S:28][C:27]([S:29]([NH2:32])(=[O:31])=[O:30])=[CH:26][CH:25]=1>>[CH3:12][C:11]1[C:6]2[N:7]([C:3]([C:1]#[C:2][C:24]3[S:28][C:27]([S:29]([NH2:32])(=[O:31])=[O:30])=[CH:26][CH:25]=3)=[CH:4][N:5]=2)[CH:8]=[C:9]([C:13]2[CH:18]=[CH:17][C:16]([C:19]([F:21])([F:22])[F:20])=[CH:15][CH:14]=2)[CH:10]=1. Procedure: The title compound was prepared from 3-ethynyl-8-methyl-6-(4-trifluoromethyl-phenyl)-imidazo[1,2-a]pyridine (example C.20) (300 mg, 1 mmol) and commercially available 5-bromothiophene-2-sulfonamide (230 mg, 1 mmol) according to general procedure II. Obtained as a light brown solid (200 mg, 50%). MS (ISP) 462 [(M+H)+]; mp 270° C. Starting materials: O=C1N(c2cc(Cl)cc(Cl)c2)C(=O)C2(Cc3ccc(Br)cc3)CC(O)CN12, ClCCl. The product is O=C1CN2C(=O)N(c3cc(Cl)cc(Cl)c3)C(=O)C2(Cc2ccc(Br)cc2)C1. As a reaction SMILES: [Br:1][c:2]1[cH:3][cH:4][c:5]([CH2:6][C:7]23[N:8]([C:9](=[O:21])[N:10]([c:13]4[cH:14][c:15]([Cl:20])[cH:16][c:17]([Cl:19])[cH:18]4)[C:11]2=[O:12])[CH2:22][CH:23]([OH:25])[CH2:24]3)[cH:26][cH:27]1.[Cl:28][CH2:29][Cl:30]>>[Br:1][c:2]1[cH:3][cH:4][c:5]([CH2:6][C:7]23[N:8]([C:9](=[O:21])[N:10]([c:13]4[cH:14][c:15]([Cl:20])[cH:16][c:17]([Cl:19])[cH:18]4)[C:11]2=[O:12])[CH2:22][C:23](=[O:25])[CH2:24]3)[cH:26][cH:27]1.